From a dataset of the Open Reaction Database (ORD), a public repository of structured organic reaction records. describe an organic reaction: reactants, conditions, products, and yield The reactants are Brc1ccncc1, O=C([O-])[O-], ClC(Cl)Cl, O=C(C=Cc1ccccc1)C=Cc1ccccc1, Cc1nc(C(=O)Nc2cccc(Cl)c2)c(N)s1, Cl, [Cs+], [Cs+], C1COCCO1, [Pd], CC1(C)c2cccc(P(c3ccccc3)c3ccccc3)c2Oc2c(P(c3ccccc3)c3ccccc3)cccc21. The product is Cc1nc(C(=O)Nc2cccc(Cl)c2)c(Nc2ccncc2)s1. Reaction SMILES: [Br:44][c:45]1[cH:46][cH:47][n:48][cH:49][cH:50]1.[C:68](=[O:69])([O-:70])[O-:71].[CH:74]([Cl:75])([Cl:76])[Cl:77].[CH:78](=[CH:79][C:80]([CH:81]=[CH:82][c:83]1[cH:84][cH:85][cH:86][cH:87][cH:88]1)=[O:89])[c:90]1[cH:91][cH:92][cH:93][cH:94][cH:95]1.[Cl:51][c:52]1[cH:53][c:54]([NH:58][C:59](=[O:60])[c:61]2[n:62][c:63]([CH3:67])[s:64][c:65]2[NH2:66])[cH:55][cH:56][cH:57]1.[ClH:43].[Cs+:72].[Cs+:73].[O:97]1[CH2:98][CH2:99][O:100][CH2:101][CH2:102]1.[Pd:96].[c:1]1([P:2]([c:3]2[cH:4][cH:5][cH:6][cH:7][cH:8]2)[c:9]2[c:10]3[c:34]([cH:35][cH:36][cH:37]2)[C:31]([CH3:32])([CH3:33])[c:13]2[c:12]([c:17]([P:18]([c:19]4[cH:20][cH:21][cH:22][cH:23][cH:24]4)[c:25]4[cH:26][cH:27][cH:28][cH:29][cH:30]4)[cH:16][cH:15][cH:14]2)[O:11]3)[cH:38][cH:39][cH:40][cH:41][cH:42]1>>[c:45]1([NH:66][c:65]2[c:61]([C:59]([NH:58][c:54]3[cH:53][c:52]([Cl:51])[cH:57][cH:56][cH:55]3)=[O:60])[n:62][c:63]([CH3:67])[s:64]2)[cH:46][cH:47][n:48][cH:49][cH:50]1. Starting materials: FC1=C(C=CC(=C1F)OCC)[C@@H]1CC[C@H](CC1)C1C=CC(CC1)=O (4-(trans-4-(2,3-difluoro-4-ethyloxyphenyl)cyclohexyl)-2-cyclohex enone), pentylmagnesium bromide THF, [Cl-].[NH4+] (ammonium chloride), resultant mixture. Run in C1CCOC1 (THF). Reaction conditions: time 8 hour. Product: FC1=C(C=CC(=C1F)OCC)[C@@H]1CC[C@H](CC1)C1C=CC(CC1)(O)CCCCC (4-(trans-4-(2,3-difluoro-4-ethyloxyphenyl)cyclohexyl)-1-pentyl-2-cyclohexene-1-ol). Isolated yield 141.9%. RXN SMILES: [F:1][C:2]1[C:7]([F:8])=[C:6]([O:9][CH2:10][CH3:11])[CH:5]=[CH:4][C:3]=1[C@H:12]1[CH2:17][CH2:16][C@H:15]([CH:18]2[CH2:23][CH2:22][C:21](=[O:24])[CH:20]=[CH:19]2)[CH2:14][CH2:13]1.[Cl-].[NH4+]>C1COCC1>[F:1][C:2]1[C:7]([F:8])=[C:6]([O:9][CH2:10][CH3:11])[CH:5]=[CH:4][C:3]=1[C@H:12]1[CH2:13][CH2:14][C@H:15]([CH:18]2[CH2:23][CH2:22][C:21]([CH2:4][CH2:3][CH2:2][CH2:7][CH3:6])([OH:24])[CH:20]=[CH:19]2)[CH2:16][CH2:17]1 |f:1.2|. Reported procedure: Under a nitrogen atmosphere, 4.00 g of 4-(trans-4-(2,3-difluoro-4-ethyloxyphenyl)cyclohexyl)-2-cyclohex enone (r-15) was dissolved into 60 mL of THF, 14.4 mL of pentylmagnesium bromide THF solution (1 M/L) was added dropwise thereto at room temperature, and the resultant mixture was stirred at 50° C. for 30 minutes, and then stirred at room temperature overnight. A saturated aqueous solution of ammonium chloride was added dropwise under ice-cooling, the resultant mixture was subjected to extract... Starting materials: CCCCCCC1CCCC1=O, CC(=O)[O-], CCO, Cl, NO, [Na+], O. Yields the product CCCCCCC1CCCC1=NO. Reaction SMILES: [CH2:1]([CH2:2][CH2:3][CH2:4][CH2:5][CH3:6])[CH:7]1[C:8](=[O:12])[CH2:9][CH2:10][CH2:11]1.[CH3:17][C:18](=[O:19])[O-:20].[CH3:21][CH2:22][OH:23].[ClH:13].[NH2:14][OH:15].[Na+:16].[OH2:24]>>[CH2:1]([CH2:2][CH2:3][CH2:4][CH2:5][CH3:6])[CH:7]1[C:8](=[N:14][OH:15])[CH2:9][CH2:10][CH2:11]1. Yields the product CCS(=O)(=O)c1ccc(-c2ccc(C(=O)N3CCCC3CN3CCCC3C)c(F)c2)s1. The reactants are CCS(=O)(=O)c1ccc(Br)s1, CC1CCCN1CC1CCCN1C(=O)c1ccc(B2OC(C)(C)C(C)(C)O2)cc1F. Reaction SMILES: [Br:31][c:32]1[s:33][c:34]([S:37](=[O:38])(=[O:39])[CH2:40][CH3:41])[cH:35][cH:36]1.[F:1][c:2]1[c:3]([C:17](=[O:18])[N:19]2[CH:20]([CH2:24][N:25]3[CH:26]([CH3:30])[CH2:27][CH2:28][CH2:29]3)[CH2:21][CH2:22][CH2:23]2)[cH:4][cH:5][c:6]([B:8]2[O:9][C:10]([CH3:11])([CH3:12])[C:13]([CH3:14])([CH3:15])[O:16]2)[cH:7]1>>[F:1][c:2]1[c:3]([C:17](=[O:18])[N:19]2[CH:20]([CH2:24][N:25]3[CH:26]([CH3:30])[CH2:27][CH2:28][CH2:29]3)[CH2:21][CH2:22][CH2:23]2)[cH:4][cH:5][c:6](-[c:32]2[s:33][c:34]([S:37](=[O:38])(=[O:39])[CH2:40][CH3:41])[cH:35][cH:36]2)[cH:7]1.